From a dataset of the Open Reaction Database (ORD), a public repository of structured organic reaction records. describe an organic reaction: reactants, conditions, products, and yield The reactants are BrC(C(=O)Br)CC (2-bromobutyryl bromide), Cl.C(C1=CC=CC=C1)ON (O-benzylhydroxylamine, hydrochloride), ( s ). Solvent: hexanes, CCOC(=O)C (EtOAc). Yields the product BrC(C(=O)NOCC1=CC=CC=C1)CC ((±)-2-bromo-N-(phenylmethoxy)butanamide). Yield: 72.0%. RXN SMILES: [Br:1][CH:2]([CH2:6][CH3:7])[C:3](Br)=[O:4].Cl.[CH2:9]([O:16][NH2:17])[C:10]1[CH:15]=[CH:14][CH:13]=[CH:12][CH:11]=1>CCOC(C)=O>[Br:1][CH:2]([CH2:6][CH3:7])[C:3]([NH:17][O:16][CH2:9][C:10]1[CH:15]=[CH:14][CH:13]=[CH:12][CH:11]=1)=[O:4] |f:1.2|. Reported procedure: Prepared in 72% yield (4.71 g, 17.3 mmol) from the reaction of 2-bromobutyryl bromide (5.0 g, 24 mmol) with O-benzylhydroxylamine, hydrochloride via general procedure A. Rf=0.49 (3:1, hexanes:EtOAc); mp=99.3-101.6° C.; 1H-NMR (500 MHz, CDCl3): δ 8.92 (br s, 1H), 7.52-7.31 (m, 5H), 4.93 (s, 2H), 4.12 (app q, J=7.2 Hz 1H), 2.02-1.94 (m, 2H), and 1.00 (t, J=7.0 Hz, 3H); 13C-NMR (126 MHz, CDCl3): δ 166.6, 134.8, 129.5, 129.0, 128.7, 78.4, 48.8, 28.8, and 11.8; FT-IR (neat) 3112, 2963, 2933, 2874, 16... Reactants: ClC1=NC=C(C=C1)S(=O)C1=CC=CC=C1 (2-chloro-5-(phenylsulfinyl)pyridine), N (ammonia), CN(P(=O)(N(C)C)N(C)C)C (hexamethylphosphoramide), COC(NC(CCl)=O)=O (methylchloroacetylcarbamate). The solvent is CCOCC (ether), CO (methanol). Run at temperature 50 celsius. Product: COC(=O)NC=1N=C2N(C(=CC=C2)S(=O)C2=CC=CC=C2)C1 (2-(methoxycarbonylamino)-5-(phenylsulfinyl) imidazo [1,2-a] pyridine). As a reaction SMILES: Cl[C:2]1[CH:7]=[CH:6][C:5]([S:8]([C:10]2[CH:15]=[CH:14][CH:13]=[CH:12][CH:11]=2)=[O:9])=CN=1.CN(C)P([N:23]([CH3:25])[CH3:24])(N(C)C)=O.[CH3:27][O:28][C:29](=[O:35])[NH:30][C:31](=O)CCl.[NH3:36]>CCOCC.CO>[CH3:27][O:28][C:29]([NH:30][C:31]1[N:36]=[C:25]2[CH:2]=[CH:7][CH:6]=[C:5]([S:8]([C:10]3[CH:11]=[CH:12][CH:13]=[CH:14][CH:15]=3)=[O:9])[N:23]2[CH:24]=1)=[O:35]. Procedure: A solution of 2-chloro-5-(phenylsulfinyl)pyridine (2.37 g., .01 mole) in 10 ml. of hexamethylphosphoramide is treated with 2.2 g. of methylchloroacetylcarbamate. The solution is warmed to 50° C for 1 hour, cooled, combined with 5 ml. of methanol and saturated with anhydrous ammonia. The mixture is warmed at 100° C for 3 hours. After cooling, the reaction mixture is diluted with 5 volumes of ether and the crude product is collected by filtration. Recrystallization from hot methanol yields 2-(meth... Reactants: CC(=O)O, CCCCCCCCCCCC(O)c1c(O)c(Cl)c(C)c(C=O)c1O, O=P(O)(O)O. Product: CCCCCCCCCCC=Cc1c(O)c(Cl)c(C)c(C=O)c1O. Reaction SMILES: [CH3:31][C:32](=[O:33])[OH:34].[Cl:1][c:2]1[c:3]([OH:25])[c:4]([CH:12]([CH2:13][CH2:14][CH2:15][CH2:16][CH2:17][CH2:18][CH2:19][CH2:20][CH2:21][CH2:22][CH3:23])[OH:24])[c:5]([OH:11])[c:6]([CH:7]=[O:8])[c:9]1[CH3:10].[P:26](=[O:27])([OH:28])([OH:29])[OH:30]>>[Cl:1][c:2]1[c:3]([OH:25])[c:4]([CH:12]=[CH:13][CH2:14][CH2:15][CH2:16][CH2:17][CH2:18][CH2:19][CH2:20][CH2:21][CH2:22][CH3:23])[c:5]([OH:11])[c:6]([CH:7]=[O:8])[c:9]1[CH3:10].